The task is: describe an organic reaction: reactants, conditions, products, and yield. This data is from the Open Reaction Database (ORD), a public repository of structured organic reaction records. Starting materials: C(C1=CC=CC=C1)OC1=NC(=NC=C1)NC1=CC=C(C=C1)C=1N=C(C2=C(N1)CN(CC2)CC)N2[C@H](COCC2)C ((S)-4-(benzyloxy)-N-(4-(7-ethyl-4-(3-methylmorpholino)-5,6,7,8-tetrahydropyrido[3,4-d]pyrimidin-2-yl)phenyl)pyrimidin-2-amine), O1CCCC1 (Tetrahydrofuran), CO (Methanol), C(C)(=O)O (Acetic acid). The reagents and catalysts are [OH-].[OH-].[Pd+2] (Palladium hydroxide on carbon). Reaction conditions: temperature 40 celsius, time 8 hour. Product: C(C)N1CC=2N=C(N=C(C2CC1)N1[C@H](COCC1)C)C1=CC=C(C=C1)NC1=NC=CC(N1)=O ((S)-2-(4-(7-ethyl-4-(3-methylmorpholino)-5,6,7,8-tetrahydropyrido[3,4-d]pyrimidin-2-yl)phenylamino)pyrimidin-4(3H)-one). Reaction SMILES: C([O:8][C:9]1[CH:14]=[CH:13][N:12]=[C:11]([NH:15][C:16]2[CH:21]=[CH:20][C:19]([C:22]3[N:23]=[C:24]([N:34]4[CH2:39][CH2:38][O:37][CH2:36][C@@H:35]4[CH3:40])[C:25]4[CH2:31][CH2:30][N:29]([CH2:32][CH3:33])[CH2:28][C:26]=4[N:27]=3)=[CH:18][CH:17]=2)[N:10]=1)C1C=CC=CC=1.CO.C(O)(=O)C.O1CCCC1>[OH-].[OH-].[Pd+2]>[CH2:32]([N:29]1[CH2:30][CH2:31][C:25]2[C:24]([N:34]3[CH2:39][CH2:38][O:37][CH2:36][C@@H:35]3[CH3:40])=[N:23][C:22]([C:19]3[CH:18]=[CH:17][C:16]([NH:15][C:11]4[NH:10][C:9](=[O:8])[CH:14]=[CH:13][N:12]=4)=[CH:21][CH:20]=3)=[N:27][C:26]=2[CH2:28]1)[CH3:33] |f:4.5.6|. Procedure: Step 3—Synthesis of compound xb: (S)-4-(benzyloxy)-N-(4-(7-ethyl-4-(3-methylmorpholino)-5,6,7,8-tetrahydropyrido[3,4-d]pyrimidin-2-yl)phenyl)pyrimidin-2-amine (0.066 g, 0.12 mmol) was purged under nitrogen then added 20% Palladium hydroxide on carbon (2:8, Palladium hydroxide:carbon black, 0.101 g) followed by dry Methanol (3.6 mL, 89 mmol), Acetic acid (0.18 mL, 3.2 mmol) and dry Tetrahydrofuran (3.6 mL, 44 mmol) purged with hydrogen, heated at 40° C. and stirred overnight under an atmosphere o... The reactants are CCCCC(CC)CN1CC(CN(C1)CC(CC)CCCC)(C)N (Hexetidine), C(C1=CN=CC=C1)(=O)O (nicotinic acid). The solvent is CO (methanol). Run at temperature 50 celsius, time 1.5 hour. The product is CCCCC(CC)CN1CC(CN(C1)CC(CC)CCCC)(C)N.C(C1=CN=CC=C1)(=O)[O-] (hexetidine nicotinate). Isolated yield 70.0%. Reaction SMILES: [CH3:1][CH2:2][CH2:3][CH2:4][CH:5]([CH2:8][N:9]1[CH2:14][N:13]([CH2:15][CH:16]([CH2:19][CH2:20][CH2:21][CH3:22])[CH2:17][CH3:18])[CH2:12][C:11]([NH2:24])([CH3:23])[CH2:10]1)[CH2:6][CH3:7].[C:25]([OH:33])(=[O:32])[C:26]1[CH:31]=[CH:30][CH:29]=[N:28][CH:27]=1>CO>[CH3:22][CH2:21][CH2:20][CH2:19][CH:16]([CH2:15][N:13]1[CH2:14][N:9]([CH2:8][CH:5]([CH2:4][CH2:3][CH2:2][CH3:1])[CH2:6][CH3:7])[CH2:10][C:11]([NH2:24])([CH3:23])[CH2:12]1)[CH2:17][CH3:18].[C:25]([O-:33])(=[O:32])[C:26]1[CH:31]=[CH:30][CH:29]=[N:28][CH:27]=1 |f:3.4|. Procedure: Hexetidine (1 mole) was dissolved in 1,000 ml methanol and heated to 50°C. To the solution nicotinic acid (1 mole) was added dropwise. After stirring for 1.5 hours at 50°C, half of the solvent was distilled off under vacuum at 40°C. The crystal slurry obtained at room temperature was filtered and recrystallized from acetic acid ethyl ester, yielding hexetidine nicotinate as white crystals. Starting materials: COC=1C=C2C=C(N(C2=CC1)CC1=CC=CC=C1)C(=O)OCC (5-methoxy-1-phenylmethyl-1H-indole-2-carboxylic acid, ethyl ester), S(=O)(Cl)Cl (thionyl chloride). The solvent is CCCCCCC (n-heptane). Conditions: time 30 minute. Yields the product ClS(=O)C1=C(N(C2=CC=C(C=C12)OC)CC1=CC=CC=C1)C(=O)OCC (3-(chlorosulfinyl)-5-methoxy-1-phenylmethyl-1H-indole-2-carboxylic acid, ethyl ester). Isolated yield 81.0%. As a reaction SMILES: [CH3:1][O:2][C:3]1[CH:4]=[C:5]2[C:9](=[CH:10][CH:11]=1)[N:8]([CH2:12][C:13]1[CH:18]=[CH:17][CH:16]=[CH:15][CH:14]=1)[C:7]([C:19]([O:21][CH2:22][CH3:23])=[O:20])=[CH:6]2.[S:24](Cl)([Cl:26])=[O:25]>CCCCCCC>[Cl:26][S:24]([C:6]1[C:5]2[C:9](=[CH:10][CH:11]=[C:3]([O:2][CH3:1])[CH:4]=2)[N:8]([CH2:12][C:13]2[CH:18]=[CH:17][CH:16]=[CH:15][CH:14]=2)[C:7]=1[C:19]([O:21][CH2:22][CH3:23])=[O:20])=[O:25]. Procedure: A suspension of 7.0 g (0.023 mole) of 5-methoxy-1-phenylmethyl-1H-indole-2-carboxylic acid, ethyl ester (Y. Murakami, et al, Synthesis, 738 (1984)) in 75 ml of n-heptane under an argon atmosphere was cooled in ice and treated with 15.0 ml (24.5 g; 0.21 mole) of thionyl chloride. The mixture was stirred for 30 minutes, and the precipitated sulfinyl chloride intermediate was filtered and washed several times with hexane to yield 7.3 g (76% yield) of 3-(chlorosulfinyl)-5-methoxy-1-phenylmethyl-1H-i... Reactants: C(CC)P1(OP(OP(O1)(=O)CCC)(=O)CCC)=O (T3P), C(OC1=C(C=C(C(=C1)N)C#CCN(C)C)C1CCCC1)(OC)=O (5-Amino-2-cyclopentyl-4-(3-(dimethylamino)prop-1-ynyl)phenyl methyl carbonate), FC(OC=1C=CC2=C(NCC(O2)C(=O)O)C1)(F)F (6-(Trifluoromethoxy)-3,4-dihydro-2H-1,4-benzoxazine-2-carboxylic acid). Run in C(C)(=O)OCC (ethyl acetate), CC1OCCC1 (2-methyltetrahydrofuran). The product is C(OC1=C(C=C(C(=C1)NC(=O)C1CNC2=C(O1)C=CC(=C2)OC(F)(F)F)C#CCN(C)C)C2CCCC2)(OC)=O (2-cyclopentyl-4-(3-(dimethylamino)prop-1-ynyl)-5-(6-(trifluoromethoxy)-3,4-dihydro-2H-benzo[b][1,4]oxazine-2-carboxamido)phenyl methyl carbonate). RXN SMILES: [C:1](=[O:23])([O:21][CH3:22])[O:2][C:3]1[CH:8]=[C:7]([NH2:9])[C:6]([C:10]#[C:11][CH2:12][N:13]([CH3:15])[CH3:14])=[CH:5][C:4]=1[CH:16]1[CH2:20][CH2:19][CH2:18][CH2:17]1.C(P1(=O)OP(CCC)(=O)OP(CCC)(=O)O1)CC.[F:42][C:43]([F:59])([F:58])[O:44][C:45]1[CH:46]=[CH:47][C:48]2[O:53][CH:52]([C:54](O)=[O:55])[CH2:51][NH:50][C:49]=2[CH:57]=1>CC1CCCO1.C(OCC)(=O)C>[C:1](=[O:23])([O:21][CH3:22])[O:2][C:3]1[CH:8]=[C:7]([NH:9][C:54]([CH:52]2[O:53][C:48]3[CH:47]=[CH:46][C:45]([O:44][C:43]([F:59])([F:42])[F:58])=[CH:57][C:49]=3[NH:50][CH2:51]2)=[O:55])[C:6]([C:10]#[C:11][CH2:12][N:13]([CH3:15])[CH3:14])=[CH:5][C:4]=1[CH:16]1[CH2:17][CH2:18][CH2:19][CH2:20]1. Procedure: 5-Amino-2-cyclopentyl-4-(3-(dimethylamino)prop-1-ynyl)phenyl methyl carbonate (150 mg, 0.47 mmol) was dissolved in 2-methyltetrahydrofuran (3 mL) and T3P (754 mg, 705 μL of 50% w/w, 1.18 mmol). 6-(Trifluoromethoxy)-3,4-dihydro-2H-1,4-benzoxazine-2-carboxylic acid (125 mg, 0.47 mmol) was added portion-wise over 30 min. After 3 h the reaction was diluted with ethyl acetate, washed with 10% saturated NaHCO3 (2×20 mL) and brine. The solution was dried over Na2SO4, filtered, and dried down to an oran... Starting materials: CC1=CC2=C(C=C1)OCC(=O)CO2 (Calone), COC=1C=C(C=O)C=C(C1OC)OC (3,4,5-trimethoxybenzaldehyde). The product is CC1=CC2=C(O\C(\C(/C(/O2)=C/C2=CC(=C(C(=C2)OC)OC)OC)=O)=C/C2=CC(=C(C(=C2)OC)OC)OC)C=C1 (7-methyl-2,4-bis[1-(3,4,5-tri-methoxyphenyl)meth-(Z)-ylidene]benzo[b]-1,4-dioxepin-3-one). As a reaction SMILES: [CH3:1][C:2]1[CH:7]=[CH:6][C:5]2[O:8][CH2:9][C:10]([CH2:12][O:13][C:4]=2[CH:3]=1)=[O:11].[CH3:14][O:15][C:16]1[CH:17]=[C:18]([CH:21]=[C:22]([O:26][CH3:27])[C:23]=1[O:24][CH3:25])[CH:19]=O>>[CH3:1][C:2]1[CH:7]=[CH:6][C:5]2[O:8]/[C:9](=[CH:19]\[C:18]3[CH:21]=[C:22]([O:26][CH3:27])[C:23]([O:24][CH3:25])=[C:16]([O:15][CH3:14])[CH:17]=3)/[C:10](=[O:11])/[C:12](=[CH:19]/[C:18]3[CH:17]=[C:16]([O:15][CH3:14])[C:23]([O:24][CH3:25])=[C:22]([O:26][CH3:27])[CH:21]=3)/[O:13][C:4]=2[CH:3]=1. Procedure: Calone is reacted with 3,4,5-trimethoxybenzaldehyde analogously to the reaction conditions of Example 1, giving 7-methyl-2,4-bis[1-(3,4,5-tri-methoxyphenyl)meth-(Z)-ylidene]benzo[b]-1,4-dioxepin-3-one.